describe an organic reaction: reactants, conditions, products, and yield From a dataset of the Open Reaction Database (ORD), a public repository of structured organic reaction records. Reactants: O1COC2=C1C=CC(=C2)CC(=O)O (benzo[1,3]dioxol-5-yl-acetic acid), CO (methanol). Run in O1CCCC1 (tetrahydrofuran). Conditions: time 1.5 hour. Product: O1COC2=C1C=CC(=C2)CCO (2-Benzo[1,3]dioxol-5-yl-ethanol). Isolated yield 84.4%. As a reaction SMILES: [O:1]1[C:5]2[CH:6]=[CH:7][C:8]([CH2:10][C:11](O)=[O:12])=[CH:9][C:4]=2[O:3][CH2:2]1.CO>O1CCCC1>[O:1]1[C:5]2[CH:6]=[CH:7][C:8]([CH2:10][CH2:11][OH:12])=[CH:9][C:4]=2[O:3][CH2:2]1. Procedure: A solution of benzo[1,3]dioxol-5-yl-acetic acid (2.5 g, 13.9 mmol) in tetrahydrofuran (15 ml) under argon at −10° C. was treated dropwise with borane-dimethylsulfide complex (1.45 ml, 15.3 mmol). The mixture was stirred at ambient temperature for 1.5 hours (CAUTION—exothermic reaction). The orange solution was cooled to ˜5° C. (ice bath) and methanol (1.4 ml) was added. After 0.5 hour at room temperature, the mixture was partitioned between ethyl acetate and saturated aqueous sodium bicarbonate ... The reactants are ICC (Iodoethane), C[C@]12CC[C@H](C=3C(N(NC13)C1=CC=C(C=C1)C)=O)C2(C)C ((4S,7R)-7,8,8-Trimethyl-2-p-tolyl-1,2,4,5,6,7-hexahydro-4,7-methano-indazol-3-one), C[C@]12CC[C@H](C=3C(N(NC13)C1=CC=C(C=C1)C)=O)C2(C)C ((4S,7R)-7,8,8-Trimethyl-2-p-tolyl-1,2,4,5,6,7-hexahydro-4,7-methano-indazol-3-one), C([O-])([O-])=O.[K+].[K+] (potassium carbonate). Run in O (water), CN(C=O)C (dimethylformamide). The product is C(C)N1N(C(C=2[C@H]3CC[C@@](C12)(C3(C)C)C)=O)C3=CC=C(C=C3)C ((4S,7R)-1-ethyl-7,8,8-trimethyl-2-p-tolyl-1,2,4,5,6,7-hexahydro-4,7-methano-indazol-3-one), C(C)OC=1N(N=C2[C@@]3(CC[C@H](C12)C3(C)C)C)C3=CC=C(C=C3)C ((4S,7R)-3-ethoxy-7,8,8-trimethyl-2-p-tolyl-4,5,6,7-tetrahydro-2H-4,7-methano-indazole). Isolated yield 60.0%. RXN SMILES: I[CH2:2][CH3:3].[CH3:4][C@@:5]12[C:22]([CH3:24])([CH3:23])[C@@H:8]([C:9]3[C:10](=[O:21])[N:11]([C:14]4[CH:19]=[CH:18][C:17]([CH3:20])=[CH:16][CH:15]=4)[NH:12][C:13]=31)[CH2:7][CH2:6]2.C(=O)([O-])[O-].[K+].[K+]>CN(C)C=O.O>[CH2:2]([N:12]1[C:13]2[C@@:5]3([CH3:4])[C:22]([CH3:24])([CH3:23])[C@H:8]([CH2:7][CH2:6]3)[C:9]=2[C:10](=[O:21])[N:11]1[C:14]1[CH:19]=[CH:18][C:17]([CH3:20])=[CH:16][CH:15]=1)[CH3:3].[CH2:2]([O:21][C:10]1[N:11]([C:14]2[CH:19]=[CH:18][C:17]([CH3:20])=[CH:16][CH:15]=2)[N:12]=[C:13]2[C:9]=1[C@@H:8]1[C:22]([CH3:24])([CH3:23])[C@@:5]2([CH3:4])[CH2:6][CH2:7]1)[CH3:3] |f:2.3.4|. Reported procedure: Iodoethane (0.12 mL, 1.5 mmol) was added to (4S,7R)-7,8,8-trimethyl-2-p-tolyl-1,2,4,5,6,7-hexahydro-4,7-methano-indazol-3-one (Intermediate 9; 400 mg, 1.4 mmol) and potassium carbonate (400 mg, 2.8 mmol) in dimethylformamide (5 mL). The mixture was heated at 60 degrees under argon overnight. The reaction mixture was diluted with water and extracted three times with ethyl acetate. The combined organic layers were washed with water and brine, dried (magnesium sulfate), filtered, evaporated, and pu... Reactants: C1CCOC1, C=C(CC1CCCCN1C(=O)OC(C)(C)C)OC, O=C1CCC(=O)N1Br, O. Yields the product COC(=O)CC1CCCCN1C(=O)OC(C)(C)C. As a reaction SMILES: [CH2:28]1[O:29][CH2:30][CH2:31][CH2:32]1.[CH3:1][O:2][C:3]([CH2:4][CH:5]1[N:6]([C:11](=[O:12])[O:13][C:14]([CH3:15])([CH3:16])[CH3:17])[CH2:7][CH2:8][CH2:9][CH2:10]1)=[CH2:18].[O:20]=[C:21]1[N:22]([Br:23])[C:24](=[O:25])[CH2:26][CH2:27]1.[OH2:19]>>[CH3:1][O:2][C:3]([CH2:4][CH:5]1[N:6]([C:11](=[O:12])[O:13][C:14]([CH3:15])([CH3:16])[CH3:17])[CH2:7][CH2:8][CH2:9][CH2:10]1)=[O:20]. Reactants: FC1=C(C=CC(=C1)F)B(O)O (2,4-Difluoro-phenyl-boronic acid), C([O-])([O-])=O.[K+].[K+] (potassium carbonate), IC1=CC=C(C=C1)O (4-iodophenol). The reagents and catalysts are [Pd].C1(CCCCC1)P(C1CCCCC1)C1CCCCC1.C1(CCCCC1)P(C1CCCCC1)C1CCCCC1 (bis(tricyclohexylphosphine) palladium(0)). Run in CN(C)C=O (DMF), O (H2O). The product is FC1=C(C=CC(=C1)F)C1=CC=C(C=C1)O (2′,4′-difluoro-biphenyl-4-ol). Yield: 109.6%. As a reaction SMILES: [F:1][C:2]1[CH:7]=[C:6]([F:8])[CH:5]=[CH:4][C:3]=1B(O)O.I[C:13]1[CH:18]=[CH:17][C:16]([OH:19])=[CH:15][CH:14]=1.C(=O)([O-])[O-].[K+].[K+]>CN(C=O)C.O.[Pd].C1(P(C2CCCCC2)C2CCCCC2)CCCCC1.C1(P(C2CCCCC2)C2CCCCC2)CCCCC1>[F:1][C:2]1[CH:7]=[C:6]([F:8])[CH:5]=[CH:4][C:3]=1[C:13]1[CH:18]=[CH:17][C:16]([OH:19])=[CH:15][CH:14]=1 |f:2.3.4,7.8.9|. Procedure details: 2,4-Difluoro-phenyl-boronic acid (1.29 g, 8.18 mmol) and 4-iodophenol (0.60 g, 2.7 mmol) were suspended in DMF (60 mL) and 6 mL H2O (6 mL). The mixture was degassed with nitrogen. Finely ground potassium carbonate (1.13 g, 8.18 mmol) and bis(tricyclohexylphosphine) palladium(0) (91 mg, 0.13 mmol) were added. The reaction was stirred at reflux overnight under nitrogen and cooled. The mixture was filtered through a plug of silica gel/Celite and evaporated. The residue was diluted with ethyl acetat... Starting materials: NC1=NC(=C2N=CN(C2=N1)COC(COC(C1=CC=CC=C1)=O)COC(C1=CC=CC=C1)=O)Cl (2-amino-9-[(2-benzoyloxy-1-(benzoyloxymethyl)ethoxy)methyl]-6-chloro-9H-purine), C(C)O (ethanol), O1CCCC1 (tetrahydrofuran). The reagents and catalysts are [Pd] (Pd-C). Run in C(C)N(CC)CC (triethylamine). Run at time 24 hour. The product is NC1=NC=C2N=CN(C2=N1)COC(COC(C1=CC=CC=C1)=O)COC(C1=CC=CC=C1)=O (2-Amino-9-[(2-benzoyloxy-1-(benzoyloxymethyl)ethoxy)methyl]-9H-purine). RXN SMILES: [NH2:1][C:2]1[N:10]=[C:9]2[C:5]([N:6]=[CH:7][N:8]2[CH2:11][O:12][CH:13]([CH2:24][O:25][C:26](=[O:33])[C:27]2[CH:32]=[CH:31][CH:30]=[CH:29][CH:28]=2)[CH2:14][O:15][C:16](=[O:23])[C:17]2[CH:22]=[CH:21][CH:20]=[CH:19][CH:18]=2)=[C:4](Cl)[N:3]=1.C(O)C.O1CCCC1>[Pd].C(N(CC)CC)C>[NH2:1][C:2]1[N:10]=[C:9]2[C:5]([N:6]=[CH:7][N:8]2[CH2:11][O:12][CH:13]([CH2:24][O:25][C:26](=[O:33])[C:27]2[CH:32]=[CH:31][CH:30]=[CH:29][CH:28]=2)[CH2:14][O:15][C:16](=[O:23])[C:17]2[CH:22]=[CH:21][CH:20]=[CH:19][CH:18]=2)=[CH:4][N:3]=1. Reported procedure: A mixture of 3.393 g (7.04 mM) of 2-amino-9-[(2-benzoyloxy-1-(benzoyloxymethyl)ethoxy)methyl]-6-chloro-9H-purine, 100 ml ethanol, 100 ml tetrahydrofuran, 1.9 ml triethylamine was added to 0.6 g Pd-C catalyst in a Parr bottle. The mixture was shaken under 50 P.S.I. of H2 for 24 hours. The Pd-C was filtered through a Celite pad and 0.65 g fresh Pd-C was added to the reaction mixture and the hydrogenation was continued for 4 days. Column chromatography using 100% CH2Cl2, 4:1 CH2Cl2 /acetone, and 10... Reported procedure: The compound 53 (solid) is prepared from 2-trifluoromethyl-benzoyl chloride and from the intermediate 12b according to the synthesis method 2 under the operating conditions described for Example 40 (yield: 77%). The product is CN1N=C(C(N(C1=O)C)=O)N1CC(N(CC1)C(C1=C(C=CC=C1)C(F)(F)F)=O)=O (2,4-dimethyl-6-[3-oxo-4-(2-trifluoromethyl-benzoyl)-piperazin-1-yl]-2H-[1,2,4]triazine-3,5-dione), FC(C1=C(C(=O)N2CCN(CC2)C=2C(N(C(N(N2)C)=O)C)=O)C=C(C=C1)C(F)(F)F)(F)F (6-[4-(2,5-Bis-trifluoromethyl-benzoyl)-piperazin-1-yl]-2,4-dimethyl-2H-[1,2,4]triazine-3,5-dione). The reactants are FC(C1=C(C(=O)Cl)C=CC=C1)(F)F (2-trifluoromethyl-benzoyl chloride), CN1N=C(C(N(C1=O)C)=O)N1CC(NCC1)=O (2,4-dimethyl-6-(3-oxo-piperazin-1-yl)-2H-[1,2,4]triazine-3,5-dione). Reaction SMILES: [F:1][C:2]([F:13])([F:12])[C:3]1[CH:11]=[CH:10][CH:9]=[CH:8][C:4]=1[C:5](Cl)=[O:6].[CH3:14][N:15]1[C:20](=[O:21])[N:19]([CH3:22])[C:18](=[O:23])[C:17]([N:24]2[CH2:29][CH2:28][NH:27][C:26](=[O:30])[CH2:25]2)=[N:16]1>>[CH3:14][N:15]1[C:20](=[O:21])[N:19]([CH3:22])[C:18](=[O:23])[C:17]([N:24]2[CH2:29][CH2:28][N:27]([C:5](=[O:6])[C:4]3[CH:8]=[CH:9][CH:10]=[CH:11][C:3]=3[C:2]([F:13])([F:12])[F:1])[C:26](=[O:30])[CH2:25]2)=[N:16]1.[F:1][C:2]([F:13])([F:12])[C:3]1[CH:11]=[CH:10][C:9]([C:2]([F:13])([F:12])[F:1])=[CH:8][C:4]=1[C:5]([N:27]1[CH2:28][CH2:29][N:24]([C:17]2[C:18](=[O:23])[N:19]([CH3:22])[C:20](=[O:21])[N:15]([CH3:14])[N:16]=2)[CH2:25][CH2:26]1)=[O:6]. Isolated yield 77.0%. Reactants: C1(CCCC1)C(C)NC1=CC=C(C=C1)CC(=O)O (4-(1-cyclopentylethylamino)-phenylacetic acid), [OH-].[Na+] (sodium hydroxide), O.C(C)O (ethanol water). Yields the product C(C)(=O)OC1=CC=C(C=C1)NC(C)C1CCCC1 (4-(1-cyclopentylethylamino)phenyl acetate). RXN SMILES: [CH:1]1([CH:6]([NH:8][C:9]2[CH:14]=[CH:13][C:12](CC(O)=O)=[CH:11][CH:10]=2)[CH3:7])[CH2:5][CH2:4][CH2:3][CH2:2]1.[OH-:19].[Na+].O.[CH2:22]([OH:24])[CH3:23]>>[C:22]([O:19][C:12]1[CH:11]=[CH:10][C:9]([NH:8][CH:6]([CH:1]2[CH2:2][CH2:3][CH2:4][CH2:5]2)[CH3:7])=[CH:14][CH:13]=1)(=[O:24])[CH3:23] |f:1.2,3.4|. Procedure: A mixture of 3.62 g. of 4-(1-cyclopentylethylamino)-phenylacetic acid and 25 ml. of ethanol water (9:1) containing 0.400 g. of sodium hydroxide is stirred for 4 hours. The mixture is filtered and the residue washed with 10 ml. of ethanol-water (9:1) and dried in vacuo for 24 hours to yield 4-(1-cyclopentylethylamino)phenyl acetate as a white solid.